Dataset: the Open Reaction Database (ORD), a public repository of structured organic reaction records. Task: describe an organic reaction: reactants, conditions, products, and yield The reactants are NC1=CC=C(OC=2C(=NC=CN2)C2CCN(CC2)C(=O)OC(C)(C)C)C=C1 (tert-butyl 4-(3-(4-aminophenoxy)pyrazin-2-yl)piperidine-1-carboxylate), BrC1=NC=C(C=C1)Cl (2-bromo-5-chloropyridine), (rac)-BINAP, C([O-])([O-])=O.[Cs+].[Cs+] (cesium carbonate), C1(=CC=CC=C1)C (toluene). Reagents/catalysts: C(C)(=O)[O-].[Pd+2].C(C)(=O)[O-] (palladium (II) acetate). The solvent is C(Cl)Cl (CH2Cl2). Run at temperature 100 celsius, time 18 hour. The product is ClC=1C=CC(=NC1)NC1=CC=C(OC=2C(=NC=CN2)C2CCN(CC2)C(=O)OC(C)(C)C)C=C1 (tert-butyl 4-(3-(4-(5-chloropyridin-2-ylamino)phenoxy)-pyrazin-2-yl)piperidine-1-carboxylate). RXN SMILES: [NH2:1][C:2]1[CH:27]=[CH:26][C:5]([O:6][C:7]2[C:8]([CH:13]3[CH2:18][CH2:17][N:16]([C:19]([O:21][C:22]([CH3:25])([CH3:24])[CH3:23])=[O:20])[CH2:15][CH2:14]3)=[N:9][CH:10]=[CH:11][N:12]=2)=[CH:4][CH:3]=1.Br[C:29]1[CH:34]=[CH:33][C:32]([Cl:35])=[CH:31][N:30]=1.C(=O)([O-])[O-].[Cs+].[Cs+].C1(C)C=CC=CC=1>C(Cl)Cl.C([O-])(=O)C.[Pd+2].C([O-])(=O)C>[Cl:35][C:32]1[CH:33]=[CH:34][C:29]([NH:1][C:2]2[CH:27]=[CH:26][C:5]([O:6][C:7]3[C:8]([CH:13]4[CH2:18][CH2:17][N:16]([C:19]([O:21][C:22]([CH3:23])([CH3:24])[CH3:25])=[O:20])[CH2:15][CH2:14]4)=[N:9][CH:10]=[CH:11][N:12]=3)=[CH:4][CH:3]=2)=[N:30][CH:31]=1 |f:2.3.4,7.8.9|. Procedure: Into a sealed tube were added tert-butyl 4-(3-(4-aminophenoxy)pyrazin-2-yl)piperidine-1-carboxylate (0.31 g, 0.84 mmol), 2-bromo-5-chloropyridine (0.17 g, 0.92 mmol), palladium (II) acetate (0.019 g, 0.084 mmol), (rac)-BINAP (0.073 g, 0.12 mmol), cesium carbonate (0.49 g, 1.51 mmol), and toluene (4 mL). After the mixture was degassed for 5 min, the reaction was stirred at 100° C. for 18 h. The cooled reaction was diluted with CH2Cl2 and washed with water; the aqueous layer was back-extracted wit...